This data is from the Open Reaction Database (ORD), a public repository of structured organic reaction records. The task is: describe an organic reaction: reactants, conditions, products, and yield The reactants are CC(CO)Nc1nc(Cl)ncc1-c1cccs1, CS(=O)(=NC(=O)Nc1cccc(Cl)c1)c1ccc(N)cc1. The product is CC(CO)Nc1nc(Nc2ccc(S(C)(=O)=NC(=O)Nc3cccc(Cl)c3)cc2)ncc1-c1cccs1. Reaction SMILES: [Cl:1][c:2]1[n:3][cH:4][c:5](-[c:13]2[s:14][cH:15][cH:16][cH:17]2)[c:6]([NH:8][CH:9]([CH2:10][OH:11])[CH3:12])[n:7]1.[NH2:18][c:19]1[cH:20][cH:21][c:22]([S:25](=[O:26])(=[N:27][C:28]([NH:29][c:30]2[cH:31][c:32]([Cl:36])[cH:33][cH:34][cH:35]2)=[O:37])[CH3:38])[cH:23][cH:24]1>>[c:2]1([NH:18][c:19]2[cH:20][cH:21][c:22]([S:25](=[O:26])(=[N:27][C:28]([NH:29][c:30]3[cH:31][c:32]([Cl:36])[cH:33][cH:34][cH:35]3)=[O:37])[CH3:38])[cH:23][cH:24]2)[n:3][cH:4][c:5](-[c:13]2[s:14][cH:15][cH:16][cH:17]2)[c:6]([NH:8][CH:9]([CH2:10][OH:11])[CH3:12])[n:7]1. The reactants are Cc1nn(CC(=O)O)c(C)c1Br, NCC1CN(Cc2ccc(Cl)c(Cl)c2)CCO1. The product is Cc1nn(CC(=O)NCC2CN(Cc3ccc(Cl)c(Cl)c3)CCO2)c(C)c1Br. Reaction SMILES: [Br:18][c:19]1[c:20]([CH3:29])[n:21][n:22]([CH2:25][C:26](=[O:27])[OH:28])[c:23]1[CH3:24].[Cl:1][c:2]1[cH:3][c:4]([CH2:5][N:6]2[CH2:7][CH:8]([CH2:12][NH2:13])[O:9][CH2:10][CH2:11]2)[cH:14][cH:15][c:16]1[Cl:17]>>[Cl:1][c:2]1[cH:3][c:4]([CH2:5][N:6]2[CH2:7][CH:8]([CH2:12][NH:13][C:26]([CH2:25][n:22]3[n:21][c:20]([CH3:29])[c:19]([Br:18])[c:23]3[CH3:24])=[O:27])[O:9][CH2:10][CH2:11]2)[cH:14][cH:15][c:16]1[Cl:17]. The reactants are C1(CCCCC1)C=O (Cyclohexanecarboxaldehyde), CC(=O)C=1C=CC=C(C1)O (3-hydroxyacetophenone), resin, C[O-].[Na+] (NaOMe), CO (MeOH). RXN SMILES: [CH3:1][C:2]([C:4]1[CH:5]=[CH:6][CH:7]=[C:8]([OH:10])[CH:9]=1)=[O:3].C[O-].[Na+].CO.[CH:16]1([CH:22]=O)[CH2:21][CH2:20][CH2:19][CH2:18][CH2:17]1>C(OC)(OC)OC>[CH:16]1([CH:22]=[CH:1][C:2]([C:4]2[CH:5]=[CH:6][CH:7]=[C:8]([OH:10])[CH:9]=2)=[O:3])[CH2:21][CH2:20][CH2:19][CH2:18][CH2:17]1 |f:1.2|. Run at time 40 minute. The solvent is C(OC)(OC)OC (trimethyl orthoformate). Procedure details: A mixture of 3-hydroxyacetophenone on Wang resin (6.0 g, 5.52 mmol) was swelled in trimethyl orthoformate (60 mL) for 10 min. 25% NaOMe in MeOH (2.4 g, 11.0 mmol) was added and the mixture was stirred for 40 min. Cyclohexanecarboxaldehyde (1.9 g, 16.56 mmol) was added and stirring was continued for 40 min. The resin was filtered and washed with alternating MeOH and CH2Cl2 (×5) and dried under high vacuum overnight to give 6.62 g of 3-cyclohexyl-1-(3-hydroxyphenyl)-2-propen-1-one on Wang resin. Yields the product C1(CCCCC1)C=CC(=O)C1=CC(=CC=C1)O (3-cyclohexyl-1-(3-hydroxyphenyl)-2-propen-1-one). Reactants: BrC1=CC=C(C(=C1C(=O)O)C)OC(C)C (6-bromo-2-methyl-3-(propan-2-yloxy)benzoic acid), C(C(=O)Cl)(=O)Cl (oxalyl chloride), CN(C)C=O (DMF). Run in C(Cl)Cl (DCM). Reaction conditions: temperature 0 celsius, time 1.5 hour. The product is BrC1=CC=C(C(=C1C(=O)OC)C)OC(C)C (methyl 6-bromo-2-methyl-3-(propan-2-yloxy)benzoate). Isolated yield 64.9%. As a reaction SMILES: [Br:1][C:2]1[C:7]([C:8]([OH:10])=[O:9])=[C:6]([CH3:11])[C:5]([O:12][CH:13]([CH3:15])[CH3:14])=[CH:4][CH:3]=1.[C:16](Cl)(=O)C(Cl)=O.CN(C=O)C>C(Cl)Cl>[Br:1][C:2]1[C:7]([C:8]([O:10][CH3:16])=[O:9])=[C:6]([CH3:11])[C:5]([O:12][CH:13]([CH3:15])[CH3:14])=[CH:4][CH:3]=1. Procedure: To a 0° C. solution of 6-bromo-2-methyl-3-(propan-2-yloxy)benzoic acid (Cpd OO, 1.30 g, 4.80 mmol) in DCM (5 mL) was added oxalyl chloride (810 mg, 6.19 mmol) followed by DMF (10 mL). The reaction mixture was stirred at 0° C. for 1.5 hours, then concentrated under vacuum. The residue was dissolved in MeOH (15 mL) and stirred at room temperature for 1.5 hours. The reaction mixture was concentrated under vacuum and the residue dissolved in EtOAc. The organic layer was washed with brine, dried with... Starting materials: CO, N#CC1(c2ccccc2)CCCCC1. Product: NCC1(c2ccccc2)CCCCC1. As a reaction SMILES: [CH3:15][OH:16].[c:1]1([C:7]2([C:13]#[N:14])[CH2:8][CH2:9][CH2:10][CH2:11][CH2:12]2)[cH:2][cH:3][cH:4][cH:5][cH:6]1>>[c:1]1([C:7]2([CH2:13][NH2:14])[CH2:8][CH2:9][CH2:10][CH2:11][CH2:12]2)[cH:2][cH:3][cH:4][cH:5][cH:6]1.